The task is: describe an organic reaction: reactants, conditions, products, and yield. This data is from the Open Reaction Database (ORD), a public repository of structured organic reaction records. As a reaction SMILES: [F:2][c:3]1[cH:4][cH:5][c:6]([Br:9])[cH:7][cH:8]1.[Mg:1].[O:10]1[CH2:11][CH2:12][CH2:13][CH2:14]1>>[Br-:9].[Mg+:1][c:6]1[cH:5][cH:4][c:3]([F:2])[cH:8][cH:7]1. Product: [Br-], Fc1ccc([Mg+])cc1. Starting materials: Fc1ccc(Br)cc1, [Mg], C1CCOC1. Reactants: ClC1=C(C=CC=C1)S(=O)(=O)Cl (2-Chlorobenzenesulfonyl chloride), Cl.C1(=CC=C(C=C1)NC(CC(N1CCNCC1)=O)=O)C1=CC=CC=C1 (N-biphenyl-4-yl-3-oxo-3-piperazin-1-yl-propionamide hydrochloride), CCN(C(C)C)C(C)C (DIEA). Run in ClCCl (dichloromethane). Run at time 2 hour. Product: C1(=CC=C(C=C1)NC(CC(=O)N1CCN(CC1)S(=O)(=O)C1=C(C=CC=C1)Cl)=O)C1=CC=CC=C1 (N-Biphenyl-4-yl-3-[4-(2-chloro-benzenesulfonyl)-piperazin-1-yl]-3-oxo-propionamide). The yield is 35.4%. As a reaction SMILES: [Cl:1][C:2]1[CH:7]=[CH:6][CH:5]=[CH:4][C:3]=1[S:8](Cl)(=[O:10])=[O:9].Cl.[C:13]1([C:31]2[CH:36]=[CH:35][CH:34]=[CH:33][CH:32]=2)[CH:18]=[CH:17][C:16]([NH:19][C:20](=[O:30])[CH2:21][C:22](=[O:29])[N:23]2[CH2:28][CH2:27][NH:26][CH2:25][CH2:24]2)=[CH:15][CH:14]=1.CCN(C(C)C)C(C)C>ClCCl>[C:13]1([C:31]2[CH:36]=[CH:35][CH:34]=[CH:33][CH:32]=2)[CH:14]=[CH:15][C:16]([NH:19][C:20](=[O:30])[CH2:21][C:22]([N:23]2[CH2:24][CH2:25][N:26]([S:8]([C:3]3[CH:4]=[CH:5][CH:6]=[CH:7][C:2]=3[Cl:1])(=[O:10])=[O:9])[CH2:27][CH2:28]2)=[O:29])=[CH:17][CH:18]=1 |f:1.2|. Reported procedure: 2-Chlorobenzenesulfonyl chloride (35.4 mg, 0.17 mmol) was added at 0° C. to a stirred solution of N-biphenyl-4-yl-3-oxo-3-piperazin-1-yl-propionamide hydrochloride (60 mg, 0.17 mmol) and DIEA (24.6 mg, 0.19 mmol) in dichloromethane (2 mL). the resulting mixture was stirred for 2 hrs then the product was extracted with dichloromethane. The organics was separated and washed with saturated sodium bicarbonate solution, followed by brine, dried over Na2SO4 and evaporated to dryness. The residue was p... Reactants: Cc1ccncc1N1CCN(c2ccc3c(cnn3COCC[Si](C)(C)C)c2)C1=O, ClCCl, O=C(O)C(F)(F)F. The product is Cc1ccncc1N1CCN(c2ccc3[nH]ncc3c2)C1=O. RXN SMILES: [CH3:8][c:9]1[c:10]([N:15]2[C:16](=[O:37])[N:17]([c:20]3[cH:21][c:22]4[cH:23][n:24][n:25]([CH2:29][O:30][CH2:31][CH2:32][Si:33]([CH3:34])([CH3:35])[CH3:36])[c:26]4[cH:27][cH:28]3)[CH2:18][CH2:19]2)[cH:11][n:12][cH:13][cH:14]1.[Cl:38][CH2:39][Cl:40].[F:1][C:2]([F:3])([F:4])[C:5]([OH:6])=[O:7]>>[CH3:8][c:9]1[c:10]([N:15]2[C:16](=[O:37])[N:17]([c:20]3[cH:21][c:22]4[cH:23][n:24][nH:25][c:26]4[cH:27][cH:28]3)[CH2:18][CH2:19]2)[cH:11][n:12][cH:13][cH:14]1. Starting materials: CC1=NC=2N(C(=C1)C)N=CC2C(=O)Cl (5,7-dimethyl-pyrazolo[1,5-a]pyrimidine-3-carbonyl chloride), O (water), O (Water), C(C)OC(CC1=C(N=C2N1C=C(C=C2)C)C2=CC=C(C=C2)OC)=O ([2-(4-methoxy-phenyl)-6-methyl-imidazo[1,2-a]pyridin-3-yl]-acetic acid ethyl ester), C[Si](C)(C)[N-][Si](C)(C)C.[K+] (potassium bis(trimethylsilyl)amide). Reaction conditions: temperature -78 celsius, time 15 minute. Reported procedure: To a magnetically stirred solution of [2-(4-methoxy-phenyl)-6-methyl-imidazo[1,2-a]pyridin-3-yl]-acetic acid ethyl ester 13c (0.075 g, 0.231 mmol) in THF (3.0 mL) at −78° C. under Ar atmosphere was added potassium bis(trimethylsilyl)amide (KHMDS) (0.508 mL, 0.5M, 0.254 mmol). The reaction mixture was stirred for 15 min at −78° C., then a THF solution of 5,7-dimethyl-pyrazolo[1,5-a]pyrimidine-3-carbonyl chloride (0.053 g, 0.254 mmol) was added. After an additional 60 min at −78° C., water (20 mL)... Yield: 20.3%. Run in C1CCOC1 (THF), CCOC(=O)C (EtOAc), CCOC(=O)C.CCCCCC (EtOAc hexane), C1CCOC1 (THF). Reaction SMILES: C([O:3][C:4](=O)[CH2:5][C:6]1[N:10]2[CH:11]=[C:12]([CH3:15])[CH:13]=[CH:14][C:9]2=[N:8][C:7]=1[C:16]1[CH:21]=[CH:20][C:19]([O:22][CH3:23])=[CH:18][CH:17]=1)C.C[Si]([N-][Si](C)(C)C)(C)C.[K+].[CH3:35][C:36]1[CH:41]=[C:40]([CH3:42])[N:39]2[N:43]=[CH:44][C:45](C(Cl)=O)=[C:38]2[N:37]=1.O>C1COCC1.CCOC(C)=O.CCOC(C)=O.CCCCCC>[CH3:35][C:36]1[CH:41]=[C:40]([CH3:42])[N:39]2[N:43]=[CH:44][C:45]([C:4](=[O:3])[CH2:5][C:6]3[N:10]4[CH:11]=[C:12]([CH3:15])[CH:13]=[CH:14][C:9]4=[N:8][C:7]=3[C:16]3[CH:17]=[CH:18][C:19]([O:22][CH3:23])=[CH:20][CH:21]=3)=[C:38]2[N:37]=1 |f:1.2,7.8|. Product: CC1=NC=2N(C(=C1)C)N=CC2C(CC2=C(N=C1N2C=C(C=C1)C)C1=CC=C(C=C1)OC)=O (1-(5,7-Dimethyl-pyrazolo[1,5-a]pyrimidin-3-yl)-2-[2-(4-methoxy-phenyl)-6-methyl-imidazo[1,2-a]pyridin-3-yl]-ethanone).